From a dataset of the Open Reaction Database (ORD), a public repository of structured organic reaction records. describe an organic reaction: reactants, conditions, products, and yield Reactants: C1OC=2C=C(CN)C=CC2O1 (3,4-methylenedioxybenzylamine), C1OC=2C=C(C=CC2O1)N=C=O (3,4-methylenedioxyphenyl isocyanate). The solvent is C1=CC=CC=C1 (benzene). The product is C1OC=2C=C(C=CC2O1)NC(=O)NCC1=CC2=C(C=C1)OCO2 (1-(3,4-methylenedioxyphenyl)-3-(3,4-methylenedioxybenzyl)urea). RXN SMILES: [CH2:1]1[O:11][C:10]2[CH:9]=[CH:8][C:5]([CH2:6][NH2:7])=[CH:4][C:3]=2[O:2]1.[CH2:12]1[O:20][C:19]2[CH:18]=[CH:17][C:16]([N:21]=[C:22]=[O:23])=[CH:15][C:14]=2[O:13]1>C1C=CC=CC=1>[CH2:12]1[O:20][C:19]2[CH:18]=[CH:17][C:16]([NH:21][C:22]([NH:7][CH2:6][C:5]3[CH:8]=[CH:9][C:10]4[O:11][CH2:1][O:2][C:3]=4[CH:4]=3)=[O:23])=[CH:15][C:14]=2[O:13]1. Procedure details: A solution of 3,4-methylenedioxybenzylamine (0.37 g) and 3,4-methylenedioxyphenyl isocyanate (0.4 g) in benzene (25 ml) was refluxed for 1 hour. The precipitate formed was filtered, washed with benzene then dried to give pure DC-0077B (0.78 g, 98%) as a pale brown solid. Reported procedure: 4-[3-aminobenzoyl]-1-methylpiperidine (25 mg, 0.115 mmol) and poly(4-vinyl pyridine) (50 mg, 0.400 mmol, 2% cross-linked) in tetrahydrofuran (2 mL) were allowed to stand 10 min. Butyl isothiocyanate (41 μL, 0.344 mmol) was added and the reaction mixture was mixed for 96 h at ambient temperature. An addition amount of butyl isothiocyanate (100 μL, 0.829 mmol) was added to the reaction mixture and mixing was continued for another 6 days. Polystyrene methylisocyanate (230 mg, 0.230 mmol, 1% crossli... Product: 20.3, C(CCC)NC(NC=1C=C(C(=O)C2CCN(CC2)C)C=CC1)=S (4-[3-(butylthioureido)benzoyl]-1-methylpiperidine). As a reaction SMILES: [NH2:1][C:2]1[CH:3]=[C:4]([CH:14]=[CH:15][CH:16]=1)[C:5]([CH:7]1[CH2:12][CH2:11][N:10]([CH3:13])[CH2:9][CH2:8]1)=[O:6].[CH2:17]([N:21]=[C:22]=[S:23])[CH2:18][CH2:19][CH3:20].C=CC1C=CC=CC=1.C=CC1C=CC(C=C)=CC=1.C=CC1C=CC=C(C=C)C=1.C=CC1C(C=C)=CC=CC=1>O1CCCC1>[CH2:17]([NH:21][C:22](=[S:23])[NH:1][C:2]1[CH:3]=[C:4]([CH:14]=[CH:15][CH:16]=1)[C:5]([CH:7]1[CH2:8][CH2:9][N:10]([CH3:13])[CH2:11][CH2:12]1)=[O:6])[CH2:18][CH2:19][CH3:20] |f:2.3.4.5|. Yield: 53.0%. Solvent: O1CCCC1 (tetrahydrofuran). Run at time 10 minute. The reactants are C(CCC)N=C=S (butyl isothiocyanate), C(CCC)N=C=S (Butyl isothiocyanate), C=CC1=CC=CC=C1.C=CC1=CC=C(C=C1)C=C.C=CC1=CC(=CC=C1)C=C.C=CC1=CC=CC=C1C=C (poly(styrene-co-divinylbenzene)), NC=1C=C(C(=O)C2CCN(CC2)C)C=CC1 (4-[3-aminobenzoyl]-1-methylpiperidine), poly(4-vinyl pyridine), Polystyrene methylisocyanate. Reactants: C(C1=CC=CC=C1)OC(=O)NCCC[C@H](NC(=O)C1=CC(=NN1C)C)C(=O)N[C@@H]1[C@@H](CCC1)C(=O)OCC1=CC=C(C=C1)OC (4-methoxybenzyl (1R,2S)-2-({N5-[(benzyloxy)carbonyl]-N2-[(1,3-dimethyl-1H-pyrazole-5-yl)carbonyl]-L-ornithyl}amino)cyclopentanecarboxylate), FC(C(=O)O)(F)F (trifluoroacetic acid). The solvent is C(Cl)Cl (methylene chloride). Conditions: time 1 hour. The product is C(C1=CC=CC=C1)OC(=O)NCCC[C@H](NC(=O)C1=CC(=NN1C)C)C(=O)N[C@@H]1[C@@H](CCC1)C(=O)O ((1R,2S)-2-({N5-[(benzyloxy)carbonyl]-N2-[(1,3-dimethyl-1H-pyrazole-5-yl)carbonyl]-L-ornithyl}amino)cyclopentanecarboxylic acid). The yield is 9.2%. As a reaction SMILES: [CH2:1]([O:8][C:9]([NH:11][CH2:12][CH2:13][CH2:14][C@@H:15]([C:26]([NH:28][C@H:29]1[CH2:33][CH2:32][CH2:31][C@H:30]1[C:34]([O:36]CC1C=CC(OC)=CC=1)=[O:35])=[O:27])[NH:16][C:17]([C:19]1[N:23]([CH3:24])[N:22]=[C:21]([CH3:25])[CH:20]=1)=[O:18])=[O:10])[C:2]1[CH:7]=[CH:6][CH:5]=[CH:4][CH:3]=1.FC(F)(F)C(O)=O>C(Cl)Cl>[CH2:1]([O:8][C:9]([NH:11][CH2:12][CH2:13][CH2:14][C@@H:15]([C:26]([NH:28][C@H:29]1[CH2:33][CH2:32][CH2:31][C@H:30]1[C:34]([OH:36])=[O:35])=[O:27])[NH:16][C:17]([C:19]1[N:23]([CH3:24])[N:22]=[C:21]([CH3:25])[CH:20]=1)=[O:18])=[O:10])[C:2]1[CH:7]=[CH:6][CH:5]=[CH:4][CH:3]=1. Reported procedure: To a mixture of 4-methoxybenzyl (1R,2S)-2-({N5-[(benzyloxy)carbonyl]-N2-[(1,3-dimethyl-1H-pyrazole-5-yl)carbonyl]-L-ornithyl}amino)cyclopentanecarboxylate (0.50 g) and methylene chloride (5.0 ml) was added trifluoroacetic acid (5.0 ml) under ice-cooling, followed by stirring for 1 hour under ice-cooling. The reaction mixture was concentrated under reduced pressure, and diethyl ether and a saturated sodium bicarbonate solution were added to the residue. The organic layer was separated, the aqueou... Reactants: CN, CC(C)O, Cn1cnc(-c2cc3nccc(Cl)c3s2)c1, Cl, [Na+], [OH-], O. Yields the product CNc1ccnc2cc(-c3cn(C)cn3)sc12. Reaction SMILES: [CH3:18][NH2:19].[CH:22]([OH:23])([CH3:24])[CH3:25].[Cl:1][c:2]1[c:3]2[c:4]([n:5][cH:6][cH:7]1)[cH:8][c:9](-[c:11]1[n:12][cH:13][n:14]([CH3:16])[cH:15]1)[s:10]2.[ClH:17].[Na+:21].[OH-:20].[OH2:26]>>[c:2]1([NH:19][CH3:18])[c:3]2[c:4]([n:5][cH:6][cH:7]1)[cH:8][c:9](-[c:11]1[n:12][cH:13][n:14]([CH3:16])[cH:15]1)[s:10]2. The reactants are [Si](C)(C)(C(C)(C)C)OC\C=C/COC=1C(=CC=C2C(=CC(OC12)=O)NC1=C(C=NC=C1Cl)Cl)OC ((Z)-8-(4-(tert-butyldimethylsilyloxy)but-2-enyloxy)-4-(3,5-dichloropyridin-4-ylamino)-7-methoxy-2H-chromen-2-one), CCCC[N+](CCCC)(CCCC)CCCC.[F-] (TBAF). Solvent: O (water). The product is ClC=1C=NC=C(C1NC1=CC(OC2=C(C(=CC=C12)OC)OC\C=C/CO)=O)Cl ((Z)-4-(3,5-dichloropyridin-4-ylamino)-8-(4-hydroxybut-2-enyloxy)-7-methoxy-2H-chromen-2-one). As a reaction SMILES: [Si]([O:8][CH2:9]/[CH:10]=[CH:11]\[CH2:12][O:13][C:14]1[C:15]([O:34][CH3:35])=[CH:16][CH:17]=[C:18]2[C:23]=1[O:22][C:21](=[O:24])[CH:20]=[C:19]2[NH:25][C:26]1[C:31]([Cl:32])=[CH:30][N:29]=[CH:28][C:27]=1[Cl:33])(C(C)(C)C)(C)C.CCCC[N+](CCCC)(CCCC)CCCC.[F-]>O>[Cl:33][C:27]1[CH:28]=[N:29][CH:30]=[C:31]([Cl:32])[C:26]=1[NH:25][C:19]1[C:18]2[C:23](=[C:14]([O:13][CH2:12]/[CH:11]=[CH:10]\[CH2:9][OH:8])[C:15]([O:34][CH3:35])=[CH:16][CH:17]=2)[O:22][C:21](=[O:24])[CH:20]=1 |f:1.2|. Reported procedure: A solution of (Z)-8-(4-(tert-butyldimethylsilyloxy)but-2-enyloxy)-4-(3,5-dichloropyridin-4-ylamino)-7-methoxy-2H-chromen-2-one and TBAF (2 mL, 2M THF) was maintained at rt for 18 h, poured into water, and then extracted with EtOAc. The extract was dried, filtered, concentrated, and purified by reverse-phase HPLC (25→100% MeCN/H2O) to give (Z)-4-(3,5-dichloropyridin-4-ylamino)-8-(4-hydroxybut-2-enyloxy)-7-methoxy-2H-chromen-2-one: 1H NMR (400 MHz, CD3OD-d6): δ 8.71 (s, 2H), 7.85 (d, 1H), 7.18 (d,... The reactants are CCOC(=O)C(C)(CC)NC(=O)c1cc(Cl)c2ccccc2c1OCC1CCN(C(=O)OC(C)(C)C)CC1, C1CCOC1, CO, [Na+], [OH-]. Yields the product CCC(C)(NC(=O)c1cc(Cl)c2ccccc2c1OCC1CCN(C(=O)OC(C)(C)C)CC1)C(=O)O. Reaction SMILES: [C:1]([CH3:2])([CH3:3])([CH3:4])[O:5][C:6](=[O:7])[N:8]1[CH2:9][CH2:10][CH:11]([CH2:14][O:15][c:16]2[c:17]([C:27]([NH:28][C:29]([CH2:30][CH3:31])([CH3:32])[C:33](=[O:34])[O:35][CH2:36][CH3:37])=[O:38])[cH:18][c:19]([Cl:26])[c:20]3[cH:21][cH:22][cH:23][cH:24][c:25]23)[CH2:12][CH2:13]1.[CH2:43]1[O:44][CH2:45][CH2:46][CH2:47]1.[CH3:39][OH:40].[Na+:42].[OH-:41]>>[C:1]([CH3:2])([CH3:3])([CH3:4])[O:5][C:6](=[O:7])[N:8]1[CH2:9][CH2:10][CH:11]([CH2:14][O:15][c:16]2[c:17]([C:27]([NH:28][C:29]([CH2:30][CH3:31])([CH3:32])[C:33](=[O:34])[OH:35])=[O:38])[cH:18][c:19]([Cl:26])[c:20]3[cH:21][cH:22][cH:23][cH:24][c:25]23)[CH2:12][CH2:13]1. Starting materials: CCOC(=O)C (EtOAc), ClC1=CC=CC(=N1)NC1=CC=C(C=C1)OC1=CC=CC=C1 (6-chloro-N-(4-phenoxyphenyl)pyridin-2-amine), C(O)CN (ethanolamine), CCOC(=O)C (EtOAc). Product: O(C1=CC=CC=C1)C1=CC=C(C=C1)NC1=CC=CC(=N1)NCCO (2-(6-(4-Phenoxyphenylamino)pyridin-2-ylamino)ethan-1-ol). The yield is 73.0%. Reaction SMILES: Cl[C:2]1[N:7]=[C:6]([NH:8][C:9]2[CH:14]=[CH:13][C:12]([O:15][C:16]3[CH:21]=[CH:20][CH:19]=[CH:18][CH:17]=3)=[CH:11][CH:10]=2)[CH:5]=[CH:4][CH:3]=1.CCOC(C)=O.[CH2:28]([CH2:30][NH2:31])[OH:29]>>[O:15]([C:12]1[CH:13]=[CH:14][C:9]([NH:8][C:6]2[N:7]=[C:2]([NH:31][CH2:30][CH2:28][OH:29])[CH:3]=[CH:4][CH:5]=2)=[CH:10][CH:11]=1)[C:16]1[CH:21]=[CH:20][CH:19]=[CH:18][CH:17]=1. Procedure details: A mixture of 130 mg of 6-chloro-N-(4-phenoxyphenyl)pyridin-2-amine in 214 mg of ethanolamine was filled in a screw cap vial and was treated analogously to the method as set out in Example 16b, but using for flash column chromatography a solvent mixture of EtOAc:PE=1:1 instead of EtOAc:PE=3:1). 2-(6-(4-Phenoxyphenylamino)pyridin-2-ylamino)ethan-1-ol was obtained in the form of a brown oil. Conditions: time 15 minute. Reactants: C(CCC)C=1N(C(=CN1)\C=C\1/N(C(N(C1=O)CCCC)=O)CC1=CC2=CC=CC=C2C=C1)CC1=CC=C(C(=O)OC)C=C1 (methyl Z-4-[[2-butyl-5-[[1-butyl-3-(2-naphthalenylmethyl)-2,5-dioxo-4-imidazolidinylidene]methyl]-1H-imidazol-1-yl]methyl]benzoate), C(=O)([O-])[O-].[K+].[K+] (K2CO3), Cl (HCl). Solvent: CCOCC (ether), CN(C)C=O (DMF). Procedure: To a solution of methyl Z-4-[[2-butyl-5-[[1-butyl-3-(2-naphthalenylmethyl)-2,5-dioxo-4-imidazolidinylidene]methyl]-1H-imidazol-1-yl]methyl]benzoate (1.00 g, 2.281 mmol) in DMF (10 mL) is added K2CO3 (1.580 g, 0.011 moles). After stirring for 15 minutes 1-bomomethylnaphthalene (0.53 g, 2.40 mmol) is added. The mixture is stirred for 24 hours then the solvents were removed under high vacuum. After diluting with ethyl acetate and washing with water and brine the solution is dried over MgSO4. Evapor... As a reaction SMILES: [CH2:1]([C:5]1[N:6]([CH2:33][C:34]2[CH:43]=[CH:42][C:37]([C:38]([O:40][CH3:41])=[O:39])=[CH:36][CH:35]=2)[C:7](/[CH:10]=[C:11]2\[N:12]([CH2:22][C:23]3[CH:32]=[CH:31][C:30]4[C:25](=[CH:26][CH:27]=[CH:28][CH:29]=4)[CH:24]=3)[C:13](=[O:21])[N:14]([CH2:17][CH2:18][CH2:19][CH3:20])[C:15]\2=[O:16])=[CH:8][N:9]=1)[CH2:2][CH2:3][CH3:4].C([O-])([O-])=O.[K+].[K+].[ClH:50]>CN(C=O)C.CCOCC>[ClH:50].[CH2:1]([C:5]1[N:6]([CH2:33][C:34]2[CH:43]=[CH:42][C:37]([C:38]([O:40][CH3:41])=[O:39])=[CH:36][CH:35]=2)[C:7](/[CH:10]=[C:11]2\[N:12]([CH2:22][C:23]3[CH:32]=[CH:31][C:30]4[C:25](=[CH:26][CH:27]=[CH:28][CH:29]=4)[CH:24]=3)[C:13](=[O:21])[N:14]([CH2:17][CH2:18][CH2:19][CH3:20])[C:15]\2=[O:16])=[CH:8][N:9]=1)[CH2:2][CH2:3][CH3:4] |f:1.2.3,7.8|. Product: Cl.C(CCC)C=1N(C(=CN1)\C=C\1/N(C(N(C1=O)CCCC)=O)CC1=CC2=CC=CC=C2C=C1)CC1=CC=C(C(=O)OC)C=C1 (Methyl Z-4-[[2-butyl-5-[[1-butyl-3-(2-naphthalenylmethyl)-2,5-dioxo-4-imidazolidinylidene]methyl]-1H-imidazol-1-yl]methyl]benzoate monohydrochloride).